describe an organic reaction: reactants, conditions, products, and yield From a dataset of the Open Reaction Database (ORD), a public repository of structured organic reaction records. Yields the product O=c1c(-c2cccc(F)c2)coc2cc(O)ccc12. Reactants: Br, COc1ccc2c(=O)c(-c3cccc(F)c3)coc2c1, O. Reaction SMILES: [BrH:21].[F:1][c:2]1[cH:3][c:4](-[c:8]2[cH:9][o:10][c:11]3[cH:12][c:13]([O:19][CH3:20])[cH:14][cH:15][c:16]3[c:17]2=[O:18])[cH:5][cH:6][cH:7]1.[OH2:22]>>[F:1][c:2]1[cH:3][c:4](-[c:8]2[cH:9][o:10][c:11]3[cH:12][c:13]([OH:19])[cH:14][cH:15][c:16]3[c:17]2=[O:18])[cH:5][cH:6][cH:7]1. Reactants: [N+](=O)([O-])C1=CC=C(OCCCOC2=C(C3=C(C(CC(O3)(CCC(=O)OCC)CCC(=O)OCC)=O)C=C2)CCC)C=C1 (diethyl 3,4-dihydro-7-[3-(4-nitrophenoxy)propoxy]-4-oxo-8-propyl-2H-1-benzopyran-2,2-dipropanoate), ClC1=CC=C(OCCCOC2=C(C3=C(C(CC(O3)(CCC(=O)OCC)CCC(=O)OCC)=O)C=C2)CCC)C=C1 (diethyl 3,4-dihydro-7-[3-(4-chlorophenoxy)propoxy]-4-oxo-8-propyl-2H-1-benzopyran-2,2-dipropanoate). Run in C(C)(=O)OCC.CCCCCC (ethyl acetate hexane). Product: [N+](=O)([O-])C1=CC=C(OCCCOC2=C(C3=C(C(CC(O3)(CCC(=O)O)CCC(=O)O)=O)C=C2)CCC)C=C1 (3,4-dihydro-7-[3-(4-nitrophenoxy)propoxy]-4-oxo-8-propyl-2H-1-benzopyran-2,2-dipropanoic acid). Yield: 46.2%. Reaction SMILES: [N+:1]([C:4]1[CH:42]=[CH:41][C:7]([O:8][CH2:9][CH2:10][CH2:11][O:12][C:13]2[CH:37]=[CH:36][C:16]3[C:17](=[O:35])[CH2:18][C:19]([CH2:28][CH2:29][C:30]([O:32]CC)=[O:31])([CH2:21][CH2:22][C:23]([O:25]CC)=[O:24])[O:20][C:15]=3[C:14]=2[CH2:38][CH2:39][CH3:40])=[CH:6][CH:5]=1)([O-:3])=[O:2].ClC1C=CC(OCCCOC2C=CC3C(=O)CC(CCC(OCC)=O)(CCC(OCC)=O)OC=3C=2CCC)=CC=1>C(OCC)(=O)C.CCCCCC>[N+:1]([C:4]1[CH:5]=[CH:6][C:7]([O:8][CH2:9][CH2:10][CH2:11][O:12][C:13]2[CH:37]=[CH:36][C:16]3[C:17](=[O:35])[CH2:18][C:19]([CH2:28][CH2:29][C:30]([OH:32])=[O:31])([CH2:21][CH2:22][C:23]([OH:25])=[O:24])[O:20][C:15]=3[C:14]=2[CH2:38][CH2:39][CH3:40])=[CH:41][CH:42]=1)([O-:3])=[O:2] |f:2.3|. Procedure details: The title compound was prepared by the method of Example 22 substituting the title product of Example 38 (110 mg) for the title product of Example 21. Trituration with ethyl acetate/hexane produced 46 mg of the titled compound as a solid, m.p. 171°-172° C. Starting materials: C(C1=CC=CC=C1)OC[C@H]1CN(CCN1)C(=O)OC(C)(C)C (tert-butyl (3R)-3-((benzyloxy)methyl)-1-piperazinecarboxylate), BrC1=CC=C(C=C1)C(C(F)(F)F)(C(F)(F)F)O (2-(4-bromophenyl)-1,1,1,3,3,3-hexafluoro-2-propanol), CC(C)(C)[O-].[Na+] (NaOtBu). The reagents and catalysts are CC(C)OC1=C(C(=CC=C1)OC(C)C)C2=CC=CC=C2P(C3CCCCC3)C4CCCCC4.CC(C)(C)OC.C1=CC=C([C-]=C1)CCN.Cl[Pd+] (RuPhos Palladacycle). The solvent is C1(=CC=CC=C1)C (toluene). Reaction conditions: temperature 100 celsius. Product: C(C1=CC=CC=C1)OC[C@H]1CN(CCN1C1=CC=C(C=C1)C(C(F)(F)F)(C(F)(F)F)O)C(=O)OC(C)(C)C (tert-butyl (3R)-3-((benzyloxy)methyl)-4-(4-(2,2,2-trifluoro-1-hydroxy-1-(trifluoromethyl)ethyl)phenyl)-1-piperazinecarboxylate). Isolated yield 83.6%. RXN SMILES: [CH2:1]([O:8][CH2:9][C@@H:10]1[NH:15][CH2:14][CH2:13][N:12]([C:16]([O:18][C:19]([CH3:22])([CH3:21])[CH3:20])=[O:17])[CH2:11]1)[C:2]1[CH:7]=[CH:6][CH:5]=[CH:4][CH:3]=1.Br[C:24]1[CH:29]=[CH:28][C:27]([C:30]([OH:39])([C:35]([F:38])([F:37])[F:36])[C:31]([F:34])([F:33])[F:32])=[CH:26][CH:25]=1.CC([O-])(C)C.[Na+]>CC(OC1C=CC=C(OC(C)C)C=1C1C(P(C2CCCCC2)C2CCCCC2)=CC=CC=1)C.CC(OC)(C)C.C1C=[C-]C(CCN)=CC=1.Cl[Pd+].C1(C)C=CC=CC=1>[CH2:1]([O:8][CH2:9][C@@H:10]1[N:15]([C:24]2[CH:29]=[CH:28][C:27]([C:30]([OH:39])([C:35]([F:36])([F:38])[F:37])[C:31]([F:34])([F:32])[F:33])=[CH:26][CH:25]=2)[CH2:14][CH2:13][N:12]([C:16]([O:18][C:19]([CH3:22])([CH3:21])[CH3:20])=[O:17])[CH2:11]1)[C:2]1[CH:3]=[CH:4][CH:5]=[CH:6][CH:7]=1 |f:2.3,4.5.6.7|. Reported procedure: A 20 mL vial was charged with tert-butyl (3R)-3-((benzyloxy)methyl)-1-piperazinecarboxylate (1.19 g, 3.88 mmol), 2-(4-bromophenyl)-1,1,1,3,3,3-hexafluoro-2-propanol (1.39 g, 4.31 mmol, Bioorg. Med. Chem. Lett. 2002, 12, 3009), RuPhos Palladacycle (0.047 g, 0.039 mmol, Strem Chemical Inc, Newburyport, Mass.), NaOtBu (0.938 g, 9.76 mmol, Sigma-Aldrich, St. Louis, Mo.) and toluene (12 mL). The mixture was degassed by bubbling Ar through the solution for 10 min. The vial was sealed and the mixture w... The reactants are O1[C@@H](C1)COC1=CC=CC=2NC3=CC=CC=C3C12 (4-[(2S)-oxiranylmethoxy]-9H-carbazole), NCC1CCN(CC1)CCCCCCCCCCCCC (4-aminomethyl-1-tridecylpiperidine). Product: C1=CC=C(C=2C3=CC=CC=C3NC12)OC[C@H](CNCC1CCN(CC1)CCCCCCCCCCCCC)O ((2S)-1-(9H-Carbazol-4-yloxy)-3-[(1-tridecyl-piperidin-4-ylmethyl)-amino]-propan-2-ol). Yield: 44.8%. As a reaction SMILES: [O:1]1[CH2:3][C@H:2]1[CH2:4][O:5][C:6]1[C:18]2[C:17]3[C:12](=[CH:13][CH:14]=[CH:15][CH:16]=3)[NH:11][C:10]=2[CH:9]=[CH:8][CH:7]=1.[NH2:19][CH2:20][CH:21]1[CH2:26][CH2:25][N:24]([CH2:27][CH2:28][CH2:29][CH2:30][CH2:31][CH2:32][CH2:33][CH2:34][CH2:35][CH2:36][CH2:37][CH2:38][CH3:39])[CH2:23][CH2:22]1>>[CH:9]1[C:10]2[NH:11][C:12]3[C:17](=[CH:16][CH:15]=[CH:14][CH:13]=3)[C:18]=2[C:6]([O:5][CH2:4][C@@H:2]([OH:1])[CH2:3][NH:19][CH2:20][CH:21]2[CH2:26][CH2:25][N:24]([CH2:27][CH2:28][CH2:29][CH2:30][CH2:31][CH2:32][CH2:33][CH2:34][CH2:35][CH2:36][CH2:37][CH2:38][CH3:39])[CH2:23][CH2:22]2)=[CH:7][CH:8]=1. Procedure: Prepared from 4-[(2S)-oxiranylmethoxy]-9H-carbazole (0.239 g, 1.0 mmol) and 4-aminomethyl-1-tridecylpiperidine (0.596 g, 2.0 mmol) of according to procedure used for Example 2 to give 0.240 g of the title compound as a white solid (mp-70-72° C., Et2O).